Dataset: the Open Reaction Database (ORD), a public repository of structured organic reaction records. Task: describe an organic reaction: reactants, conditions, products, and yield The reactants are BrC(C(C(=O)OC)=O)C (methyl 3-bromo-2-oxobutanoate), CC(C(N)=S)C (2-methylpropanethioamide). Solvent: C1CCOC1 (THF). Yields the product C(C)(C)C=1SC(=C(N1)C(=O)OC)C (Methyl 2-isopropyl-5-methylthiazole-4-carboxylate). Reaction SMILES: Br[CH:2]([CH3:9])[C:3](=O)[C:4]([O:6][CH3:7])=[O:5].[CH3:10][CH:11]([CH3:15])[C:12](=[S:14])[NH2:13]>C1COCC1>[CH:11]([C:12]1[S:14][C:2]([CH3:9])=[C:3]([C:4]([O:6][CH3:7])=[O:5])[N:13]=1)([CH3:15])[CH3:10]. Procedure details: A mixture of methyl 3-bromo-2-oxobutanoate (4.6 g) and 2-methylpropanethioamide (2.5 g) in THF (100 mL) was heated at reflux for 18 hours. The solvent was evaporated under reduced pressure. The residue was partitioned between ethyl acetate and saturated sodium bicarbonate solution and the organic layer was dried over sodium sulphate, filtered and the solvent evaporated under reduced pressure. The residue was purified by flash silica chromatography using 17% ethyl acetate in isohexane as solvent.... The reactants are C1CC(=O)CCC1C(=O)O (cyclohexanone-4-carboxylic acid), Cl (hydrogen chloride), C(C1=CC=CC=C1)(=O)N(N=CC1=CC=CC=C1)C1=CC=C(C=C1)OC (benzaldehyde 1-benzoyl-1-(4-methoxyphenyl)hydrazone), Cl (hydrogen chloride), ice water. Run in C(C)(=O)O (acetic acid). The product is C(C1=CC=CC=C1)(=O)N1C2=CC=C(C=C2C=2CC(CCC12)C(=O)O)OC (9-Benzoyl-6-methoxy-1,2,3,4-tetrahydrocarbazole-3-carboxylic acid). RXN SMILES: [C:1]([N:9]([C:18]1[CH:23]=[CH:22][C:21]([O:24][CH3:25])=[CH:20][CH:19]=1)N=CC1C=CC=CC=1)(=[O:8])[C:2]1[CH:7]=[CH:6][CH:5]=[CH:4][CH:3]=1.[CH2:26]1[CH:32]([C:33]([OH:35])=[O:34])[CH2:31][CH2:30][C:28](=O)[CH2:27]1.Cl>C(O)(=O)C>[C:1]([N:9]1[C:28]2[CH2:27][CH2:26][CH:32]([C:33]([OH:35])=[O:34])[CH2:31][C:30]=2[C:19]2[C:18]1=[CH:23][CH:22]=[C:21]([O:24][CH3:25])[CH:20]=2)(=[O:8])[C:2]1[CH:3]=[CH:4][CH:5]=[CH:6][CH:7]=1. Procedure details: A solution of 75 g. of benzaldehyde 1-benzoyl-1-(4-methoxyphenyl)hydrazone and 42.6 g. of cyclohexanone-4-carboxylic acid in one liter of acetic acid saturated with hydrogen chloride was heated under reflux for three hours during which time hydrogen chloride was continually passed through the solution. The solution was poured into four liters of ice-water and the resulting solid was collected by filtration to give 47.4 g. of the title compound; m.p. 218°-220°C. (methyl alcohol). The reactants are C(C)OC(=O)N1CC2C(C3=C(C2C1)SC=C3)C (7-Methyl-3,3a,7,7a-tetrahydro-1H-4-thia-2-aza-cyclopenta[α]pentalene-2-carboxylic acid ethyl ester), C(Cl)(Cl)Cl (CHCl3), C1CC(=O)N(C1=O)Br (NBS). The solvent is CC(=O)O (AcOH). Yields the product C(C)OC(=O)N1CC2C(C3=C(C2C1)SC(=C3)Br)C (5-Bromo-7-methyl-3,3a,7,7a-tetrahydro-1H-4-thia-2-aza-cyclopenta[α]pentalene-2-carboxylic acid ethyl ester). RXN SMILES: [CH2:1]([O:3][C:4]([N:6]1[CH2:13][CH:12]2[CH:8]([CH:9]([CH3:17])[C:10]3[CH:16]=[CH:15][S:14][C:11]=32)[CH2:7]1)=[O:5])[CH3:2].C(Cl)(Cl)Cl.C1C(=O)N([Br:29])C(=O)C1>CC(O)=O>[CH2:1]([O:3][C:4]([N:6]1[CH2:13][CH:12]2[CH:8]([CH:9]([CH3:17])[C:10]3[CH:16]=[C:15]([Br:29])[S:14][C:11]=32)[CH2:7]1)=[O:5])[CH3:2]. Reported procedure: A solution of the product from step i) (204 mg, 0.81 mmol) in AcOH (2 ml) and CHCl3 (2 ml) was treated with NBS (152 mg, 0.85 mmol) at 22° C. for 30 minutes. Next, the reaction was carefully quenched with sat. NaHCO3 (10 ml), extracted with EtOAc (2×75 ml) and the combined organic layers were dried (MgSO4). The crude product was filtered through a plug of silica gel using hexanes:EtOAc (50:50) to give the subtitle compound. MS calculated for C13H16BrNO2S+H 330, observed 332.